Dataset: the Open Reaction Database (ORD), a public repository of structured organic reaction records. Task: describe an organic reaction: reactants, conditions, products, and yield Starting materials: COC(CC=1C=C(C(=CC1)F)C1=C(C=C(C=C1)C(F)(F)F)CNCC)=O ((2′-ethylaminomethyl-6-fluoro-4′-trifluoromethyl-biphenyl-3-yl)-acetic acid methyl ester), C(C)(=O)Cl (acetyl chloride). Yields the product COC(CC=1C=C(C(=CC1)F)C1=C(C=C(C=C1)C(F)(F)F)CN(CC)C(C)=O)=O ({2′-[(Acetyl-ethyl-amino)-methyl]-6-fluoro-4′-trifluoromethyl-biphenyl-3-yl}-acetic acid methyl ester). As a reaction SMILES: [CH3:1][O:2][C:3](=[O:26])[CH2:4][C:5]1[CH:6]=[C:7]([C:12]2[CH:17]=[CH:16][C:15]([C:18]([F:21])([F:20])[F:19])=[CH:14][C:13]=2[CH2:22][NH:23][CH2:24][CH3:25])[C:8]([F:11])=[CH:9][CH:10]=1.[C:27](Cl)(=[O:29])[CH3:28]>>[CH3:1][O:2][C:3](=[O:26])[CH2:4][C:5]1[CH:6]=[C:7]([C:12]2[CH:17]=[CH:16][C:15]([C:18]([F:19])([F:20])[F:21])=[CH:14][C:13]=2[CH2:22][N:23]([C:27](=[O:29])[CH3:28])[CH2:24][CH3:25])[C:8]([F:11])=[CH:9][CH:10]=1. Procedure: Prepared according to the procedure described in Example 1, Step 6, using the following starting materials: (2′-ethylaminomethyl-6-fluoro-4′-trifluoromethyl-biphenyl-3-yl)-acetic acid methyl ester and acetyl chloride. Reactants: CCCCCC(O)C=CC1C(O)CC2Cc3c(cccc3OC(=O)c3ccccc3)CC21, CO. The product is CCCCCC(O)CCC1C(O)CC2Cc3c(cccc3OC(=O)c3ccccc3)CC21. RXN SMILES: [C:1]([c:2]1[cH:3][cH:4][cH:5][cH:6][cH:7]1)(=[O:8])[O:9][c:10]1[c:11]2[c:16]([cH:17][cH:18][cH:19]1)[CH2:15][CH:14]1[CH:13]([CH2:12]2)[CH2:22][CH:21]([OH:23])[CH:20]1[CH:24]=[CH:25][CH:26]([CH2:27][CH2:28][CH2:29][CH2:30][CH3:31])[OH:32].[CH3:33][OH:34]>>[C:1]([c:2]1[cH:3][cH:4][cH:5][cH:6][cH:7]1)(=[O:8])[O:9][c:10]1[c:11]2[c:16]([cH:17][cH:18][cH:19]1)[CH2:15][CH:14]1[CH:13]([CH2:12]2)[CH2:22][CH:21]([OH:23])[CH:20]1[CH2:24][CH2:25][CH:26]([CH2:27][CH2:28][CH2:29][CH2:30][CH3:31])[OH:32]. Starting materials: CSC1=CC=C(C=O)C=C1 (4-(methylthio)benzaldehyde), C(C)(=O)C1=CC=CC=C1 (acetophenone). Yields the product CSC1=CC=C(C=C1)C=CC(=O)C1=CC=CC=C1 (3-[4-(methylthio)phenyl]-1-phenylprop-2-en-1-one). Reaction SMILES: [CH3:1][S:2][C:3]1[CH:10]=[CH:9][C:6]([CH:7]=O)=[CH:5][CH:4]=1.[C:11]([C:14]1[CH:19]=[CH:18][CH:17]=[CH:16][CH:15]=1)(=[O:13])[CH3:12]>>[CH3:1][S:2][C:3]1[CH:10]=[CH:9][C:6]([CH:7]=[CH:12][C:11]([C:14]2[CH:19]=[CH:18][CH:17]=[CH:16][CH:15]=2)=[O:13])=[CH:5][CH:4]=1. Procedure details: By a procedure similar to that of example 1.59.1, starting from commercial 4-(methylthio)benzaldehyde and acetophenone, 3-[4-(methylthio)phenyl]-1-phenylprop-2-en-1-one was obtained as yellowish solid. Reactants: CCN(C(C)C)C(C)C (DIPEA), ClC1=C(C(=O)Cl)C=CC=C1 (2-chlorobenzoic acid chloride), Cl.N[C@@H]1CCC2=CC(=CC=C12)C(=O)OC ((R)-Methyl 1-amino-2,3-dihydro-1H-indene-5-carboxylate hydrochloride). The solvent is [Cl-].[NH4+] (ammonium chloride), C(C)(=O)OCC (ethyl acetate), ClCCl (dichloromethane). Reaction conditions: time 2 hour. Yields the product ClC1=C(C(=O)N[C@@H]2CCC3=CC(=CC=C23)C(=O)OC)C=CC=C1 ((R)-methyl 1-(2-chlorobenzamido)-2,3-dihydro-1H-indene-5-carboxylate). Isolated yield 74.0%. Reaction SMILES: Cl.[NH2:2][C@H:3]1[C:11]2[C:6](=[CH:7][C:8]([C:12]([O:14][CH3:15])=[O:13])=[CH:9][CH:10]=2)[CH2:5][CH2:4]1.CCN(C(C)C)C(C)C.[Cl:25][C:26]1[CH:34]=[CH:33][CH:32]=[CH:31][C:27]=1[C:28](Cl)=[O:29]>ClCCl.[Cl-].[NH4+].C(OCC)(=O)C>[Cl:25][C:26]1[CH:34]=[CH:33][CH:32]=[CH:31][C:27]=1[C:28]([NH:2][C@H:3]1[C:11]2[C:6](=[CH:7][C:8]([C:12]([O:14][CH3:15])=[O:13])=[CH:9][CH:10]=2)[CH2:5][CH2:4]1)=[O:29] |f:0.1,5.6|. Procedure details: (R)-Methyl 1-amino-2,3-dihydro-1H-indene-5-carboxylate hydrochloride (A-02) (0.661 mmol, 1 eq) was dissolved in dichloromethane and DIPEA (2.5 eq) under a protecting gas atmosphere, and 2-chlorobenzoic acid chloride (1 eq) was added at 0° C. The reaction mixture was stirred for 2 h at RT. Then the reaction mixture was diluted with 10% ammonium chloride solution and ethyl acetate, and the phases were separated. The organic phase was washed with sat. NaCl solution, dried over magnesium sulfate and... Starting materials: ClC1=C(C(=O)O)C=CC(=C1C1=NOC(=C1)COC)S(=O)(=O)C (2-chloro-3-(5-methoxymethylisoxazol-3-yl)-4-methylsulfonylbenzoic acid), C1(C(CCCC1)=O)=O (cyclohexanedione), C1(CCCCC1)N=C=NC1CCCCC1 (dicyclohexylcarbodiimide). Run in ClCCl (dichloromethane). Conditions: time 16 hour. Product: ClC1=C(C(=O)OC2=CC(CCC2)=O)C=CC(=C1C1=NOC(=C1)COC)S(=O)(=O)C (3-Oxo-1-cyclohexenyl 2-chloro-3-(5-methoxymethylisoxazol-3-yl)-4-methylsulfonylbenzoate). Reaction SMILES: [Cl:1][C:2]1[C:10]([C:11]2[CH:15]=[C:14]([CH2:16][O:17][CH3:18])[O:13][N:12]=2)=[C:9]([S:19]([CH3:22])(=[O:21])=[O:20])[CH:8]=[CH:7][C:3]=1[C:4]([OH:6])=[O:5].[C:23]1(=O)[CH2:28][CH2:27][CH2:26][CH2:25][C:24]1=[O:29].C1(N=C=NC2CCCCC2)CCCCC1>ClCCl>[Cl:1][C:2]1[C:10]([C:11]2[CH:15]=[C:14]([CH2:16][O:17][CH3:18])[O:13][N:12]=2)=[C:9]([S:19]([CH3:22])(=[O:20])=[O:21])[CH:8]=[CH:7][C:3]=1[C:4]([O:6][C:28]1[CH2:27][CH2:26][CH2:25][C:24](=[O:29])[CH:23]=1)=[O:5]. Procedure: 1.04 g (3.0 mmol) of 2-chloro-3-(5-methoxymethylisoxazol-3-yl)-4-methylsulfonylbenzoic acid are introduced into 50 ml of dichloromethane together with 0.37 g (3.3 mmol) of cyclohexanedione and treated with 0.68 g (3.3 mmol) of dicyclohexylcarbodiimide. After stirring at room temperature for 16 hours, the precipitate is filtered off with suction and the filtrate is washed with water. After the removal of the solvent, 1.22 g (92% of theory) of 3-oxo-1-cyclohexenyl 2-chloro-3-(5-methoxymethylisoxaz... Starting materials: BrC1=C(C2=C(S1)CCCC2)C(=O)O (2-bromo-4,5,6,7-tetrahydrobenzo[b]thiophene-3-carboxylic acid), S(=O)(Cl)Cl (thionyl chloride), NC1=C(C=C(C=C1)C)S (2-amino-5-methylthiophenol). The product is BrC1=C(C2=C(S1)CCCC2)C(=O)NC2=C(C=C(C=C2)C)S (2-bromo-4,5,6,7-tetrahydro-N-(2-mercapto-4-methylphenyl)-benzo[b]thiophene-3-carboxamide). As a reaction SMILES: [Br:1][C:2]1[S:6][C:5]2[CH2:7][CH2:8][CH2:9][CH2:10][C:4]=2[C:3]=1[C:11]([OH:13])=O.S(Cl)(Cl)=O.[NH2:18][C:19]1[CH:24]=[CH:23][C:22]([CH3:25])=[CH:21][C:20]=1[SH:26]>>[Br:1][C:2]1[S:6][C:5]2[CH2:7][CH2:8][CH2:9][CH2:10][C:4]=2[C:3]=1[C:11]([NH:18][C:19]1[CH:24]=[CH:23][C:22]([CH3:25])=[CH:21][C:20]=1[SH:26])=[O:13]. Procedure details: In the same manner as in Starting Material Synthesis Example 60 and using 2-bromo-4,5,6,7-tetrahydrobenzo[b]thiophene-3-carboxylic acid, thionyl chloride and 2-amino-5-methylthiophenol, 2-bromo-4,5,6,7-tetrahydro-N-(2-mercapto-4-methylphenyl)-benzo[b]thiophene-3-carboxamide is obtained. Reactants: [Cl-].C1(=CC=CC=C1)[S+](C1=CC=CC=C1)C1=CC=CC=C1 (triphenylsulfonium chloride), FC(COS(=O)(=O)C1=CC=C(C)C=C1)(S(=O)(=O)[O-])F.[Na+] (sodium 1,1-difluoro-2-tosyloxyethanesulfonate). Run in ClCCl (dichloromethane). Yields the product FC(COS(=O)(=O)C1=CC=C(C)C=C1)(S(=O)(=O)[O-])F.C1(=CC=CC=C1)[S+](C1=CC=CC=C1)C1=CC=CC=C1 (triphenylsulfonium 1,1-difluoro-2-tosyloxyethanesulfonate). Isolated yield 74.0%. RXN SMILES: [Cl-].[C:2]1([S+:8]([C:15]2[CH:20]=[CH:19][CH:18]=[CH:17][CH:16]=2)[C:9]2[CH:14]=[CH:13][CH:12]=[CH:11][CH:10]=2)[CH:7]=[CH:6][CH:5]=[CH:4][CH:3]=1.[F:21][C:22]([F:39])([S:35]([O-:38])(=[O:37])=[O:36])[CH2:23][O:24][S:25]([C:28]1[CH:34]=[CH:33][C:31]([CH3:32])=[CH:30][CH:29]=1)(=[O:27])=[O:26].[Na+]>ClCCl>[F:39][C:22]([F:21])([S:35]([O-:38])(=[O:37])=[O:36])[CH2:23][O:24][S:25]([C:28]1[CH:29]=[CH:30][C:31]([CH3:32])=[CH:33][CH:34]=1)(=[O:27])=[O:26].[C:15]1([S+:8]([C:2]2[CH:3]=[CH:4][CH:5]=[CH:6][CH:7]=2)[C:9]2[CH:14]=[CH:13][CH:12]=[CH:11][CH:10]=2)[CH:16]=[CH:17][CH:18]=[CH:19][CH:20]=1 |f:0.1,2.3,5.6|. Procedure details: To 62 g of dichloromethane were added an amount (corresponding to 0.031 mole) of the triphenylsulfonium chloride aqueous solution of Synthesis Example 1 and 1.1 g (0.033 mole) of sodium 1,1-difluoro-2-tosyloxyethanesulfonate synthesized in Synthesis Example 9, followed by stirring. The organic layer was separated and washed with 20 g of water three times. The organic layer was concentrated and 10 g of diisopropyl ether was added to the residue for crystallization. The crystals were filtered and ...